Dataset: the Open Reaction Database (ORD), a public repository of structured organic reaction records. Task: describe an organic reaction: reactants, conditions, products, and yield Starting materials: C1C(CC2=CC=CC=C12)NCCC (Indan-2-yl-propyl-amine), ClCCl (dichloro methane), C(C1=CC=CC=C1)(=O)Cl (benzoyl chloride). Conditions: time 2 hour. Yields the product C1C(CC2=CC=CC=C12)N(C(C1=CC=CC=C1)=O)CCC (N-Indan-2-yl-N-propyl-benzamide). Yield: 98.9%. RXN SMILES: [CH2:1]1[C:9]2[C:4](=[CH:5][CH:6]=[CH:7][CH:8]=2)[CH2:3][CH:2]1[NH:10][CH2:11][CH2:12][CH3:13].ClCCl.[C:17](Cl)(=[O:24])[C:18]1[CH:23]=[CH:22][CH:21]=[CH:20][CH:19]=1>>[CH2:3]1[C:4]2[C:9](=[CH:8][CH:7]=[CH:6][CH:5]=2)[CH2:1][CH:2]1[N:10]([CH2:11][CH2:12][CH3:13])[C:17](=[O:24])[C:18]1[CH:23]=[CH:22][CH:21]=[CH:20][CH:19]=1. Procedure details: To a stirred solution of Indan-2-yl-propyl-amine (20.0 g, 114 mmol) in dichloro methane (200 mL) triethyl amine (17.4 mL, 125 mmol) was added. To this solution was then dropwise added benzoyl chloride (17.6 g, 125 mmol), followed by stirring at ambient temperature for 2 hours. The reaction was finally quenched by addition of dilute hydrochloric acid (50 mL, 10% HCl). The organic layer was separated, washed with water and dried over magnesium sulfate. Evaporation of the solvent yielded 31.5 g (99... The reactants are O (water), O=C1CCN(CC1)C(=O)OC(C)(C)C (tert-butyl 4-oxopiperidine-1-carboxylate), B(F)(F)F.CCOCC (BF3.Et2O), B(F)(F)F.CCOCC (BF3.Et2O), [N+](=[N-])=CC(=O)OCC (ethyl 2-diazoacetate). Run in CCOCC (Et2O). Conditions: temperature -50 celsius, time 8 hour. Yields the product O=C1C(CCN(CC1)C(=O)OC(C)(C)C)C(=O)OCC (1-tert-butyl 4-ethyl 5-oxoazepane-1,4-dicarboxylate). The yield is 87.6%. Reaction SMILES: [O:1]=[C:2]1[CH2:7][CH2:6][N:5]([C:8]([O:10][C:11]([CH3:14])([CH3:13])[CH3:12])=[O:9])[CH2:4][CH2:3]1.B(F)(F)F.CCOCC.[N+](=[CH:26][C:27]([O:29][CH2:30][CH3:31])=[O:28])=[N-].O>CCOCC>[O:1]=[C:2]1[CH2:7][CH2:6][N:5]([C:8]([O:10][C:11]([CH3:12])([CH3:13])[CH3:14])=[O:9])[CH2:4][CH2:3][CH:26]1[C:27]([O:29][CH2:30][CH3:31])=[O:28] |f:1.2|. Reported procedure: To a solution of tert-butyl 4-oxopiperidine-1-carboxylate (3.2 g, 16 mmol, 1.0 equiv) in Et2O (20 mL) at −50° C. were added BF3.Et2O (2.3 g, 16 mmol, 1.0 equiv) in dropwise. After completion of addition of BF3.Et2O, ethyl 2-diazoacetate (2 g, 17.6 mmol, 1.1 equiv) was added dropwise. The reaction was then stirred at −50° C. for an hour and kept at room temperature overnight. Then the reaction mixture was poured into water (100 mL), extracted with ethyl acetate (3×100 mL), combined of the organic... Reactants: CCNC(=O)C(COCCC(=O)O)(C(=O)NCC)c1ccccc1, CN(C)C(=O)c1cc(O)ccc1NC(=O)c1ccccc1-c1ccc(C(F)(F)F)cc1, CN(C)c1ccncc1, CC(C)=O. Product: CCNC(=O)C(COCCC(=O)Oc1ccc(NC(=O)c2ccccc2-c2ccc(C(F)(F)F)cc2)c(C(=O)N(C)C)c1)(C(=O)NCC)c1ccccc1. As a reaction SMILES: [CH2:1]([CH3:2])[NH:3][C:4](=[O:5])[C:6]([CH2:7][O:8][CH2:9][CH2:10][C:11](=[O:12])[OH:13])([c:14]1[cH:15][cH:16][cH:17][cH:18][cH:19]1)[C:20]([NH:21][CH2:22][CH3:23])=[O:24].[CH3:25][N:26]([C:27](=[O:28])[c:29]1[c:30]([NH:36][C:37](=[O:38])[c:39]2[c:40](-[c:45]3[cH:46][cH:47][c:48]([C:51]([F:52])([F:53])[F:54])[cH:49][cH:50]3)[cH:41][cH:42][cH:43][cH:44]2)[cH:31][cH:32][c:33]([OH:35])[cH:34]1)[CH3:55].[CH3:56][N:57]([CH3:58])[c:59]1[cH:60][cH:61][n:62][cH:63][cH:64]1.[CH3:65][C:66](=[O:67])[CH3:68]>>[CH2:1]([CH3:2])[NH:3][C:4](=[O:5])[C:6]([CH2:7][O:8][CH2:9][CH2:10][C:11]([O:12][c:33]1[cH:32][cH:31][c:30]([NH:36][C:37](=[O:38])[c:39]2[c:40](-[c:45]3[cH:46][cH:47][c:48]([C:51]([F:52])([F:53])[F:54])[cH:49][cH:50]3)[cH:41][cH:42][cH:43][cH:44]2)[c:29]([C:27]([N:26]([CH3:25])[CH3:55])=[O:28])[cH:34]1)=[O:13])([c:14]1[cH:15][cH:16][cH:17][cH:18][cH:19]1)[C:20]([NH:21][CH2:22][CH3:23])=[O:24]. RXN SMILES: [O:1]=[C:2]1[C:11]2[C:6](=[CH:7][CH:8]=[CH:9][CH:10]=2)[O:5][CH:4]([C:12](O)=[O:13])[CH2:3]1.B.CSC.Cl>C1COCC1>[OH:13][CH2:12][CH:4]1[CH2:3][C:2](=[O:1])[C:11]2[C:6](=[CH:7][CH:8]=[CH:9][CH:10]=2)[O:5]1 |f:1.2|. The reactants are B.CSC (borane methyl sulfide), O=C1CC(OC2=CC=CC=C12)C(=O)O (4-oxo-chromane-2-carboxylic acid), Cl (hydrochloric acid). Run at temperature 0 celsius, time 2 hour. Solvent: C1CCOC1 (THF). Procedure: The 3 g of 4-oxo-chromane-2-carboxylic acid in THF (65 mL) was stirred was cooled to 0° C. and borane-methyl sulfide complex (2.5 mL of M solution, 25 mmoles) was added dropwise for about 15 minutes. The solution was warmed to room temperature and then heated at reflux for 4 hours. The solution was cooled to room temperature and 10% aqueous hydrochloric acid (20 mL) was added over 15 minutes and the solution was stirred at room temperature for 2 hours. The mixture was concentrated to approximate... Product: OCC1OC2=CC=CC=C2C(C1)=O (2-(hydroxymethyl)-chroman-4-one). Isolated yield 93.5%. The reactants are CC[N+](CC)(CC)CC, CC#N, [Cl-], ClCCl, CC(=O)OCC1OC(O[N+](=O)[O-])C(N=[N+]=[N-])C(OC(C)=O)C1OC(C)=O. Product: CC(=O)OCC1OC(Cl)C(N=[N+]=[N-])C(OC(C)=O)C1OC(C)=O. Reaction SMILES: [CH2:34]([N+:35]([CH2:36][CH3:37])([CH2:38][CH3:39])[CH2:40][CH3:41])[CH3:42].[CH3:30][C:31]#[N:32].[Cl-:33].[Cl:27][CH2:28][Cl:29].[N+:1]([O-:2])([O:3][CH:4]1[CH:5]([N:23]=[N+:24]=[N-:25])[CH:6]([O:7][C:8]([CH3:9])=[O:10])[CH:11]([O:12][C:13]([CH3:14])=[O:15])[CH:16]([CH2:18][O:19][C:20]([CH3:21])=[O:22])[O:17]1)=[O:26]>>[CH:4]1([Cl:27])[CH:5]([N:23]=[N+:24]=[N-:25])[CH:6]([O:7][C:8]([CH3:9])=[O:10])[CH:11]([O:12][C:13]([CH3:14])=[O:15])[CH:16]([CH2:18][O:19][C:20]([CH3:21])=[O:22])[O:17]1. Starting materials: [Li]CCCC, C1CCOC1, COc1cccc2ccsc12, Cc1ccc(S(=O)(=O)C#N)cc1. The product is COc1cccc2cc(C#N)sc12. As a reaction SMILES: [CH2:12]([Li:13])[CH2:14][CH2:15][CH3:16].[CH2:29]1[O:30][CH2:31][CH2:32][CH2:33]1.[CH3:1][O:2][c:3]1[cH:4][cH:5][cH:6][c:7]2[cH:8][cH:9][s:10][c:11]12.[S:17]([c:18]1[cH:19][cH:20][c:21]([CH3:22])[cH:23][cH:24]1)(=[O:25])(=[O:26])[C:27]#[N:28]>>[CH3:1][O:2][c:3]1[cH:4][cH:5][cH:6][c:7]2[cH:8][c:9]([C:27]#[N:28])[s:10][c:11]12.